This data is from the Open Reaction Database (ORD), a public repository of structured organic reaction records. The task is: describe an organic reaction: reactants, conditions, products, and yield The reactants are ClC1=CC=NC2=CC=CC=C12 (4-chloroquinoline), NC1=CC=C(C(=O)O)C=C1 (4-aminobenzoic acid), Cl (hydrochloric acid). The reagents and catalysts are CC(C)O (2-propanol). The product is Cl.N1=CC=C(C2=CC=CC=C12)NC1=CC=C(C(=O)O)C=C1 (4-(quinolin-4-ylamino)benzoic acid hydrochloride). As a reaction SMILES: [Cl:1][C:2]1[C:11]2[C:6](=[CH:7][CH:8]=[CH:9][CH:10]=2)[N:5]=[CH:4][CH:3]=1.[NH2:12][C:13]1[CH:21]=[CH:20][C:16]([C:17]([OH:19])=[O:18])=[CH:15][CH:14]=1.Cl>CC(O)C>[ClH:1].[N:5]1[C:6]2[C:11](=[CH:10][CH:9]=[CH:8][CH:7]=2)[C:2]([NH:12][C:13]2[CH:21]=[CH:20][C:16]([C:17]([OH:19])=[O:18])=[CH:15][CH:14]=2)=[CH:3][CH:4]=1 |f:4.5|. Procedure: To a suspension of 4-chloroquinoline (0.500 g, 3.06 mmol) and 4-aminobenzoic acid (0.419 g, 3.06 mmol) in 2-propanol (10 mL) 3 drops of concentrated hydrochloric acid were added and mixture was microwave irradiated at 150° C. for 1 hour. After cooling solid was filtered off, washed with 2-propanol and dried in vacuo to give Cpd C as a yellow powder. Purity (HPLC): 100%. 1H NMR (DMSO-d6): 7.05 (d, J=6.9 Hz, 1H), 7.64-7.67 (m, 2H), 7.80-7.85 (m, 1H), 8.02-8.17 (m, 5H), 8.59 (d, J=7.2 Hz, 1H), 8.92... Reactants: COC(=O)CN(C)C(=O)C=Cc1ccccc1Cl, COC=O, [H-], [Na+]. Product: COC(=O)C(=CO)N(C)C(=O)C=Cc1ccccc1Cl. As a reaction SMILES: [CH3:1][O:2][C:3]([CH2:4][N:5]([CH3:6])[C:7]([CH:8]=[CH:9][c:10]1[c:11]([Cl:16])[cH:12][cH:13][cH:14][cH:15]1)=[O:17])=[O:18].[CH:21](=[O:22])[O:23][CH3:24].[H-:19].[Na+:20]>>[CH3:1][O:2][C:3]([C:4]([N:5]([CH3:6])[C:7]([CH:8]=[CH:9][c:10]1[c:11]([Cl:16])[cH:12][cH:13][cH:14][cH:15]1)=[O:17])=[CH:21][OH:22])=[O:18]. The reactants are [Cl-], COc1ccc(-n2c(CF)nc3ccc([N+](=O)[O-])cc3c2=O)c(C)c1. The product is COc1ccc(-n2c(CF)nc3ccc(N)cc3c2=O)c(C)c1. As a reaction SMILES: [Cl-:26].[F:1][CH2:2][c:3]1[n:4][c:5]2[cH:6][cH:7][c:8]([N+:23]([O-:24])=[O:25])[cH:9][c:10]2[c:11](=[O:22])[n:12]1-[c:13]1[c:14]([CH3:21])[cH:15][c:16]([O:19][CH3:20])[cH:17][cH:18]1>>[F:1][CH2:2][c:3]1[n:4][c:5]2[cH:6][cH:7][c:8]([NH2:23])[cH:9][c:10]2[c:11](=[O:22])[n:12]1-[c:13]1[c:14]([CH3:21])[cH:15][c:16]([O:19][CH3:20])[cH:17][cH:18]1. Reactants: O (water), SC=1NC=2C(=NC=CC2)N1 (2-mercaptoimidazo[4,5-b]pyridine), Cl.ClCC1=NC=C(C(=C1C)OC)C (2-chloromethyl-3,5-dimethyl-4-methoxypyridine hydrochloride), [H-].[Na+] (sodium hydride). Solvent: CN(C=O)C (dimethylformamide). Conditions: time 30 minute. Product: CC=1C(=NC=C(C1OC)C)CSC=1NC=2C(=NC=CC2)N1 (2-[(3,5-dimethyl-4-methoxy-2-pyridyl)methylthio]-imidazo[4,5-b]pyridine). Reaction SMILES: [SH:1][C:2]1[NH:3][C:4]2[C:5]([N:10]=1)=[N:6][CH:7]=[CH:8][CH:9]=2.[H-].[Na+].Cl.Cl[CH2:15][C:16]1[C:21]([CH3:22])=[C:20]([O:23][CH3:24])[C:19]([CH3:25])=[CH:18][N:17]=1.O>CN(C)C=O>[CH3:22][C:21]1[C:16]([CH2:15][S:1][C:2]2[NH:3][C:4]3[C:5]([N:10]=2)=[N:6][CH:7]=[CH:8][CH:9]=3)=[N:17][CH:18]=[C:19]([CH3:25])[C:20]=1[O:23][CH3:24] |f:1.2,3.4|. Procedure details: 1.5 Grams of 2-mercaptoimidazo[4,5-b]pyridine was dissolved in 50 ml of dimethylformamide, to this solution was added, under ice-cooled condition, 0.88 g of 60% sodium hydride (in oil), and the mixture was stirred at the same temperature for 30 minutes. Then, to this reaction mixture was added 2.2 g of 2-chloromethyl-3,5-dimethyl-4-methoxypyridine hydrochloride and the whole mixture was heated at 70° to 80° C. under stirring condition for 3 hours. After the reaction was completed, dimethylformam... Starting materials: C(C1=CC=CC=C1)ON (O-benzylhydroxylamine), CC(CC(CC(=O)O)C(N[C@@H]1C(NCCCCCCCN2C=3C=CC=CC3C(C1)=C2)=O)=O)C ((11S)-5-methyl-3-(10-oxo-1,9-diazatricyclo[11.6.1.014,19 ]eicosa-13(20),14(19),15,17-tetraen-11-ylcarbamoyl)hexanoic acid), O.OC1=CC2=C(NN=N2)C=C1 (5-hydroxybenzotriazole monohydrate), CCN=C=NCCCN(C)C (EDCI). Run in CN(C)C=O (DMF). Conditions: time 0.5 hour. The product is C(C1=CC=CC=C1)ONC(CC(CC(C)C)C(N[C@@H]1C(NCCCCCCCN2C=3C=CC=CC3C(C1)=C2)=O)=O)=O ((11S)-N-benzyloxy-5-methyl-3-(10-oxo-1,9-diazatricyclo[11.6.1.014,19 ]eicosa-13(20),14(19),15,17-tetraen-11-ylcarbamoyl) hexanamide). Reaction SMILES: [CH3:1][CH:2]([CH3:33])[CH2:3][CH:4]([C:9](=[O:32])[NH:10][C@H:11]1[CH2:29][C:28]2=[CH:30][N:21]([C:22]3[CH:23]=[CH:24][CH:25]=[CH:26][C:27]=32)[CH2:20][CH2:19][CH2:18][CH2:17][CH2:16][CH2:15][CH2:14][NH:13][C:12]1=[O:31])[CH2:5][C:6]([OH:8])=O.O.OC1C=CC2NN=NC=2C=1.CCN=C=NCCCN(C)C.[CH2:56]([O:63][NH2:64])[C:57]1[CH:62]=[CH:61][CH:60]=[CH:59][CH:58]=1>CN(C=O)C>[CH2:56]([O:63][NH:64][C:6](=[O:8])[CH2:5][CH:4]([C:9](=[O:32])[NH:10][C@H:11]1[CH2:29][C:28]2=[CH:30][N:21]([C:22]3[CH:23]=[CH:24][CH:25]=[CH:26][C:27]=32)[CH2:20][CH2:19][CH2:18][CH2:17][CH2:16][CH2:15][CH2:14][NH:13][C:12]1=[O:31])[CH2:3][CH:2]([CH3:1])[CH3:33])[C:57]1[CH:62]=[CH:61][CH:60]=[CH:59][CH:58]=1 |f:1.2|. Procedure: A solution of the less polar stereoisomer of (11S)-5-methyl-3-(10-oxo-1,9-diazatricyclo[11.6.1.014,19 ]eicosa-13(20),14(19),15,17-tetraen-11-ylcarbamoyl)hexanoic acid (210 mg) and 5-hydroxybenzotriazole monohydrate (109 mg) in anhydrous DMF (20 mL) under argon was cooled to 0° C. (ice bath). To this mixture was added EDCI (282 mg) and stirring was continued for 0.5 hours. O-benzylhydroxylamine (0.27 mL) was added to the solution and the reaction mixture was left to warm to room temperature overn... Reactants: CC(=O)Nc1ccc2cc(OCc3ccccn3)ccc2c1, COCCO, [Na+], [OH-]. Yields the product Nc1ccc2cc(OCc3ccccn3)ccc2c1. RXN SMILES: [C:1](=[O:2])([CH3:3])[NH:4][c:5]1[cH:6][c:7]2[cH:8][cH:9][c:10]([O:15][CH2:16][c:17]3[n:18][cH:19][cH:20][cH:21][cH:22]3)[cH:11][c:12]2[cH:13][cH:14]1.[CH3:25][O:26][CH2:27][CH2:28][OH:29].[Na+:24].[OH-:23]>>[NH2:4][c:5]1[cH:6][c:7]2[cH:8][cH:9][c:10]([O:15][CH2:16][c:17]3[n:18][cH:19][cH:20][cH:21][cH:22]3)[cH:11][c:12]2[cH:13][cH:14]1. Conditions: time 5 hour. Procedure: N-[4-chloro-2-(hydroxy-pyridin-3-yl-methyl)-phenyl]-2,2-dimethyl-propionamide (1.0 g, 3.14 mmol) was dissolved in 5 mL pyridine and treated with CrO3 (0.75 g, 7.5 mmol, 2.39 eq). The mixture was stirred under N2 at room temperature for five hours, diluted with 20 mL 1:2 EtOAc/H2O, and filtered through Celite. The aqueous phase was separated and discarded, then the organics dried under vacuum yielding product (680 mg, 70%). 1H NMR (CDCl3) δ 11.06 (s,1H) 8.92 (d, J=2.4 Hz, 1H) 8.84 (d, J=8.0 Hz, 1... The solvent is N1=CC=CC=C1 (pyridine), CCOC(=O)C.O (EtOAc H2O). Reaction SMILES: [Cl:1][C:2]1[CH:7]=[CH:6][C:5]([NH:8][C:9](=[O:14])[C:10]([CH3:13])([CH3:12])[CH3:11])=[C:4]([CH:15]([OH:22])[C:16]2[CH:17]=[N:18][CH:19]=[CH:20][CH:21]=2)[CH:3]=1>N1C=CC=CC=1.CCOC(C)=O.O>[Cl:1][C:2]1[CH:7]=[CH:6][C:5]([NH:8][C:9](=[O:14])[C:10]([CH3:13])([CH3:12])[CH3:11])=[C:4]([C:15]([C:16]2[CH:17]=[N:18][CH:19]=[CH:20][CH:21]=2)=[O:22])[CH:3]=1 |f:2.3|. The product is ClC1=CC(=C(C=C1)NC(C(C)(C)C)=O)C(=O)C=1C=NC=CC1 (N-[4-chloro-2-(pyridine-3-carbonyl)-phenyl]-2,2-dimethyl-propionamide). The yield is 68.4%. Starting materials: ClC1=CC(=C(C=C1)NC(C(C)(C)C)=O)C(C=1C=NC=CC1)O (N-[4-chloro-2-(hydroxy-pyridin-3-yl-methyl)-phenyl]-2,2-dimethyl-propionamide), CrO3.